This data is from the Open Reaction Database (ORD), a public repository of structured organic reaction records. The task is: describe an organic reaction: reactants, conditions, products, and yield The reactants are Cc1nc(CC(O)c2c(-c3ccc(F)cn3)noc2C)sc1C(=O)O, O=S(=O)(O)O. Yields the product Cc1nc(C=Cc2c(-c3ccc(F)cn3)noc2C)sc1C(=O)O. RXN SMILES: [F:6][c:7]1[cH:8][cH:9][c:10](-[c:13]2[n:14][o:15][c:16]([CH3:30])[c:17]2[CH:18]([CH2:19][c:20]2[s:21][c:22]([C:26](=[O:27])[OH:28])[c:23]([CH3:25])[n:24]2)[OH:29])[n:11][cH:12]1.[S:1](=[O:2])(=[O:3])([OH:4])[OH:5]>>[F:6][c:7]1[cH:8][cH:9][c:10](-[c:13]2[n:14][o:15][c:16]([CH3:30])[c:17]2[CH:18]=[CH:19][c:20]2[s:21][c:22]([C:26](=[O:27])[OH:28])[c:23]([CH3:25])[n:24]2)[n:11][cH:12]1. Starting materials: Cc1ccc(C2(CSCC(=O)O)OCC(C)(C)CO2)cc1, CN(C)c1ccncc1, C(=NC1CCCCC1)=NC1CCCCC1, ClCCl, O=C1NC(c2ccccc2)CO1. The product is Cc1ccc(C2(CSCC(=O)N3C(=O)OCC3c3ccccc3)OCC(C)(C)CO2)cc1. RXN SMILES: [CH3:1][C:2]1([CH3:21])[CH2:3][O:4][C:5]([c:8]2[cH:9][cH:10][c:11]([CH3:14])[cH:12][cH:13]2)([CH2:15][S:16][CH2:17][C:18](=[O:19])[OH:20])[O:6][CH2:7]1.[CH3:52][N:53]([CH3:54])[c:55]1[cH:56][cH:57][n:58][cH:59][cH:60]1.[CH:22]1([N:23]=[C:24]=[N:25][CH:26]2[CH2:27][CH2:28][CH2:29][CH2:30][CH2:31]2)[CH2:32][CH2:33][CH2:34][CH2:35][CH2:36]1.[Cl:49][CH2:50][Cl:51].[c:37]1([CH:43]2[NH:44][C:45](=[O:48])[O:46][CH2:47]2)[cH:38][cH:39][cH:40][cH:41][cH:42]1>>[CH3:1][C:2]1([CH3:21])[CH2:3][O:4][C:5]([c:8]2[cH:9][cH:10][c:11]([CH3:14])[cH:12][cH:13]2)([CH2:15][S:16][CH2:17][C:18](=[O:19])[N:44]2[CH:43]([c:37]3[cH:38][cH:39][cH:40][cH:41][cH:42]3)[CH2:47][O:46][C:45]2=[O:48])[O:6][CH2:7]1. Starting materials: [C-]#N, [Cu]I, CC(NC(=O)OC(C)(C)C)c1nc2ncccc2c(=O)n1-c1ccc(I)cc1, [Na+]. Yields the product CC(NC(=O)OC(C)(C)C)c1nc2ncccc2c(=O)n1-c1ccc(C#N)cc1. As a reaction SMILES: [C-:29]#[N:30].[Cu:32][I:33].[I:1][c:2]1[cH:3][cH:4][c:5](-[n:8]2[c:9]([CH:19]([CH3:20])[NH:21][C:22]([O:23][C:24]([CH3:25])([CH3:26])[CH3:27])=[O:28])[n:10][c:11]3[c:12]([c:13]2=[O:14])[cH:15][cH:16][cH:17][n:18]3)[cH:6][cH:7]1.[Na+:31]>>[c:2]1([C:29]#[N:30])[cH:3][cH:4][c:5](-[n:8]2[c:9]([CH:19]([CH3:20])[NH:21][C:22]([O:23][C:24]([CH3:25])([CH3:26])[CH3:27])=[O:28])[n:10][c:11]3[c:12]([c:13]2=[O:14])[cH:15][cH:16][cH:17][n:18]3)[cH:6][cH:7]1.